Dataset: the Open Reaction Database (ORD), a public repository of structured organic reaction records. Task: describe an organic reaction: reactants, conditions, products, and yield Starting materials: [NH4+].[Cl-] (NH4Cl), ClC=1C=C(C=C(C1OCC(F)(F)F)C1=CC=C(C=C1)C(F)(F)F)CC(=O)OCC (Ethyl 2-(5-chloro-6-(2,2,2-trifluoroethoxy)-4′-(trifluoromethyl)biphenyl-3-yl)acetate), CC(CCBr)(CCBr)C (3,3-dimethyl-1,5-dibromopentane), [H-].[Na+] (NaH). The solvent is CN(C)C=O (DMF). Reaction conditions: time 30 minute. Yields the product ClC=1C=C(C=C(C1OCC(F)(F)F)C1=CC=C(C=C1)C(F)(F)F)C1(CCC(CC1)(C)C)C(=O)OCC (ethyl 1-(5-chloro-6-(2,2,2-trifluoroethoxy)-4′-(trifluoromethyl)biphenyl-3-yl)-4,4-dimethylcyclohexanecarboxylate). Yield: 37.9%. As a reaction SMILES: [Cl:1][C:2]1[CH:3]=[C:4]([CH2:24][C:25]([O:27][CH2:28][CH3:29])=[O:26])[CH:5]=[C:6]([C:14]2[CH:19]=[CH:18][C:17]([C:20]([F:23])([F:22])[F:21])=[CH:16][CH:15]=2)[C:7]=1[O:8][CH2:9][C:10]([F:13])([F:12])[F:11].[H-].[Na+].[CH3:32][C:33]([CH3:40])([CH2:37][CH2:38]Br)[CH2:34][CH2:35]Br.[NH4+].[Cl-]>CN(C=O)C>[Cl:1][C:2]1[CH:3]=[C:4]([C:24]2([C:25]([O:27][CH2:28][CH3:29])=[O:26])[CH2:38][CH2:37][C:33]([CH3:40])([CH3:32])[CH2:34][CH2:35]2)[CH:5]=[C:6]([C:14]2[CH:15]=[CH:16][C:17]([C:20]([F:21])([F:22])[F:23])=[CH:18][CH:19]=2)[C:7]=1[O:8][CH2:9][C:10]([F:13])([F:12])[F:11] |f:1.2,4.5|. Procedure: Ethyl 2-(5-chloro-6-(2,2,2-trifluoroethoxy)-4′-(trifluoromethyl)biphenyl-3-yl)acetate (0.5 g, 1.13 mmol) was dissolved in anhydrous DMF (30 mL), NaH (60% wt. in paraffin oil, 0.113 g, 2.8 mmol) was added at 0° C. The reaction mixture was stirred for 30 min at room temperature and 3,3-dimethyl-1,5-dibromopentane (0.322 g, 1.25 mmol) was added drop wise at 0° C. The reaction mixture was stirred an additional 1 h at 0° C. and saturated NH4Cl solution (10 mL) was added. The reaction mixture was extr... Reactants: Cl (HCl), CCOC(=O)C (EtOAc), C(C)(C)(C)OC(=O)N1CC(C1)NC1=CC=C2CCC=3N(C2=C1)C(C(NN3)=O)C (tert-butyl-3-(1-methyl-2-oxo-2,3,5,6-tetrahydro-1H-[1,2,4]triazino[4,3-a]quinolin-9-ylamino)azetidine-1-carboxylate). Run at time 2 hour. Yields the product Cl.N1CC(C1)NC1=CC=C2CCC=3N(C2=C1)C(C(NN3)=O)C (9-(azetidin-3-ylamino)-1-methyl-5,6-dihydro-1H-[1,2,4]triazino[4,3-a]quinolin-2(3H)-one hydrochloric acid). The yield is 95.0%. As a reaction SMILES: [ClH:1].CCOC(C)=O.C(OC([N:15]1[CH2:18][CH:17]([NH:19][C:20]2[CH:29]=[C:28]3[C:23]([CH2:24][CH2:25][C:26]4[N:27]3[CH:30]([CH3:35])[C:31](=[O:34])[NH:32][N:33]=4)=[CH:22][CH:21]=2)[CH2:16]1)=O)(C)(C)C>>[ClH:1].[NH:15]1[CH2:16][CH:17]([NH:19][C:20]2[CH:29]=[C:28]3[C:23]([CH2:24][CH2:25][C:26]4[N:27]3[CH:30]([CH3:35])[C:31](=[O:34])[NH:32][N:33]=4)=[CH:22][CH:21]=2)[CH2:18]1 |f:3.4|. Procedure details: To a solution of HCl in EtOAc (4M, 5 mL, 20 mmol) was added slowly tert-butyl-3-(1-methyl-2-oxo-2,3,5,6-tetrahydro-1H-[1,2,4]triazino[4,3-a]quinolin-9-ylamino)azetidine-1-carboxylate (0.022 g, 0.057 mmol) and the reaction mixture was stirred at ambient temperature for 2 h. The solution was concentrated in vacuo to give 9-(azetidin-3-ylamino)-1-methyl-5,6-dihydro-1H-[1,2,4]triazino[4,3-a]quinolin-2(3H)-one hydrochloric acid (0.015 g, 95%). LC/MS (Table 1, Method 5) Rt=2.252 min; MS m/z: 286 [M+H]... Reactants: Oc1nnc(-c2ccc(Cl)cc2)c(-c2ccc(Cl)cc2)n1, O=P(Cl)(Cl)Cl. The product is Clc1ccc(-c2nnc(Cl)nc2-c2ccc(Cl)cc2)cc1. Reaction SMILES: [Cl:1][c:2]1[cH:3][cH:4][c:5](-[c:8]2[n:9][c:10]([OH:21])[n:11][n:12][c:13]2-[c:14]2[cH:15][cH:16][c:17]([Cl:20])[cH:18][cH:19]2)[cH:6][cH:7]1.[P:22]([Cl:23])([Cl:24])([Cl:25])=[O:26]>>[Cl:1][c:2]1[cH:3][cH:4][c:5](-[c:8]2[n:9][c:10]([Cl:24])[n:11][n:12][c:13]2-[c:14]2[cH:15][cH:16][c:17]([Cl:20])[cH:18][cH:19]2)[cH:6][cH:7]1. The reactants are C(C)(=O)OC(C)=O (Acetic anhydride), C(C)C1=CC=C(N)C=C1 (4-ethylaniline). Solvent: N1=CC=CC=C1 (pyridine). Conditions: time 8 hour. Yields the product C(C)C1=CC=C(C=C1)NC(C)=O (N-(4-ethyl-phenyl)-acetamide). Isolated yield 101.7%. Reaction SMILES: C(O[C:5](=[O:7])[CH3:6])(=O)C.[CH2:8]([C:10]1[CH:16]=[CH:15][C:13]([NH2:14])=[CH:12][CH:11]=1)[CH3:9]>N1C=CC=CC=1>[CH2:8]([C:10]1[CH:16]=[CH:15][C:13]([NH:14][C:5](=[O:7])[CH3:6])=[CH:12][CH:11]=1)[CH3:9]. Procedure: Acetic anhydride (4.3 mL, 45.45 mmol) was added to a mixture of 4-ethylaniline (5.0 g, 41.32 mmol) and pyridine (20 mL) and the resulting mixture was stirred at room temperature overnight. The reaction mixture was partitioned between dichloromethane and an aqueous solution of hydrochloric acid. The organic layer was separated, dried over anhydrous sodium sulfate, filtered and evaporated under reduced pressure to give 6.857 g of N-(4-ethyl-phenyl)-acetamide as a brown solid without further purifi... Starting materials: NC1=NC=C(C(=N1)N)CC=1C=C2CCCNC2=C(C1)OC (2,4-Diamino-5-(1,2,3,4-tetrahydro-8-methoxy-6-quinolylmethyl)pyrimidine). Reagents/catalysts: [Pd] (palladium on charcoal). The solvent is C1(=CC=CC=C1)C(C)C (cumene). Conditions: temperature 150 celsius. The product is NC1=NC=C(C(=N1)N)CC=1C=C2C=CC=NC2=C(C1)OC (2,4-Diamino-5-(8-methoxy-6-quinolylmethyl)pyrimidine). Reaction SMILES: [NH2:1][C:2]1[N:7]=[C:6]([NH2:8])[C:5]([CH2:9][C:10]2[CH:11]=[C:12]3[C:17](=[C:18]([O:20][CH3:21])[CH:19]=2)[NH:16][CH2:15][CH2:14][CH2:13]3)=[CH:4][N:3]=1>[Pd].C1(C(C)C)C=CC=CC=1>[NH2:1][C:2]1[N:7]=[C:6]([NH2:8])[C:5]([CH2:9][C:10]2[CH:11]=[C:12]3[C:17](=[C:18]([O:20][CH3:21])[CH:19]=2)[N:16]=[CH:15][CH:14]=[CH:13]3)=[CH:4][N:3]=1. Reported procedure: The product of Example 2 was oxidised using 20% palladium on charcoal in 50 ml of cumene, by heating at 150° C. for 21 hours. After the catalyst was removed and the solvent evaporated, the residue was purified on a silica gel column which was eluted with methylene chloride:methanol/19:1. This produced 0.51 g (35%) of the title compound, which melted at 285°-287° after recrystallisation from betamethoxyethanol. Anal. Calcd. for C15H15N5O: C, 64.04; H, 5.37; N, 24.89. Found: C, 63.88; H, 5.37; N, ... Starting materials: COC(=O)C1N(CCC2=CC(=CC=C12)O)CC1=CC=C(C=C1)[C@H](C)NC(C)=O (2-[4-((S)-1-Acetylamino-ethyl)-benzyl]-6-hydroxy-1,2,3,4-tetrahydro-isoquinoline-1-carboxylic acid methyl ester), BrCC1CC1 ((bromomethyl)cyclopropane), C(=O)([O-])[O-].[K+].[K+] (K2CO3). Reaction SMILES: [CH3:1][O:2][C:3]([CH:5]1[C:14]2[C:9](=[CH:10][C:11]([OH:15])=[CH:12][CH:13]=2)[CH2:8][CH2:7][N:6]1[CH2:16][C:17]1[CH:22]=[CH:21][C:20]([C@@H:23]([NH:25][C:26](=[O:28])[CH3:27])[CH3:24])=[CH:19][CH:18]=1)=[O:4].Br[CH2:30][CH:31]1[CH2:33][CH2:32]1.C([O-])([O-])=O.[K+].[K+]>CN(C=O)C.O>[CH3:1][O:2][C:3]([CH:5]1[C:14]2[C:9](=[CH:10][C:11]([O:15][CH2:30][CH:31]3[CH2:33][CH2:32]3)=[CH:12][CH:13]=2)[CH2:8][CH2:7][N:6]1[CH2:16][C:17]1[CH:18]=[CH:19][C:20]([C@@H:23]([NH:25][C:26](=[O:28])[CH3:27])[CH3:24])=[CH:21][CH:22]=1)=[O:4] |f:2.3.4|. Procedure details: 15 mg (39 μmol) 2-[4-((S)-1-Acetylamino-ethyl)-benzyl]-6-hydroxy-1,2,3,4-tetrahydro-isoquinoline-1-carboxylic acid methyl ester (example XXXVIII), 5.8 mg (43 μmol) (bromomethyl)cyclopropane and 10 mg (78 μmol) K2CO3 in 2 mL DMF are stirred at 80° C. over night. The reaction mixture is diluted with water and extracted with DCM. The organic layer is concentrated by evaporation and the residue is purified by HPLC. Product: COC(=O)C1N(CCC2=CC(=CC=C12)OCC1CC1)CC1=CC=C(C=C1)[C@H](C)NC(C)=O (2-[4-((S)-1-Acetylamino-ethyl)-benzyl]-6-cyclopropylmethoxy-1,2,3,4-tetrahydro-isoquinoline-1-carboxylic acid methyl ester). Run in CN(C)C=O (DMF), O (water).